From a dataset of the Open Reaction Database (ORD), a public repository of structured organic reaction records. describe an organic reaction: reactants, conditions, products, and yield Starting materials: COC(=O)c1sc(-c2ccccc2)cc1N(C(=O)C1CCC(C)CC1)C1CCS(=O)(=O)CC1, [Li+], [OH-]. The product is CC1CCC(C(=O)N(c2cc(-c3ccccc3)sc2C(=O)O)C2CCS(=O)(=O)CC2)CC1. RXN SMILES: [CH3:1][O:2][C:3](=[O:4])[c:5]1[s:6][c:7](-[c:28]2[cH:29][cH:30][cH:31][cH:32][cH:33]2)[cH:8][c:9]1[N:10]([C:11](=[O:12])[CH:13]1[CH2:14][CH2:15][CH:16]([CH3:19])[CH2:17][CH2:18]1)[CH:20]1[CH2:21][CH2:22][S:23](=[O:26])(=[O:27])[CH2:24][CH2:25]1.[Li+:35].[OH-:34]>>[O:2]=[C:3]([OH:4])[c:5]1[s:6][c:7](-[c:28]2[cH:29][cH:30][cH:31][cH:32][cH:33]2)[cH:8][c:9]1[N:10]([C:11](=[O:12])[CH:13]1[CH2:14][CH2:15][CH:16]([CH3:19])[CH2:17][CH2:18]1)[CH:20]1[CH2:21][CH2:22][S:23](=[O:26])(=[O:27])[CH2:24][CH2:25]1. The reactants are NC1=C(C#N)C(=CC=C1)OCCOCCOCC (2-amino-6-(2-(2-ethoxyethoxy)ethoxy)benzonitrile), S(N)(=O)(=O)Cl (sulfamoyl chloride). Product: S(N)(=O)(=O)NC1=C(C#N)C(=CC=C1)OCCOCCOCC (2-sulfamoylamino-6-(2-(2-ethoxyethoxy)ethoxy)benzonitrile). Isolated yield 69.0%. Reaction SMILES: [NH2:1][C:2]1[CH:9]=[CH:8][CH:7]=[C:6]([O:10][CH2:11][CH2:12][O:13][CH2:14][CH2:15][O:16][CH2:17][CH3:18])[C:3]=1[C:4]#[N:5].[S:19](Cl)(=[O:22])(=[O:21])[NH2:20]>>[S:19]([NH:1][C:2]1[CH:9]=[CH:8][CH:7]=[C:6]([O:10][CH2:11][CH2:12][O:13][CH2:14][CH2:15][O:16][CH2:17][CH3:18])[C:3]=1[C:4]#[N:5])(=[O:22])(=[O:21])[NH2:20]. Procedure: Prepared as in Example 215a from 2-amino-6-(2-(2-ethoxyethoxy)ethoxy)benzonitrile (Example 250b) and sulfamoyl chloride in 69% yield. MS 330 (MH+). Reactants: C(\C=C(/C)\CC\C=C(/C)\CCC=C(C)C)NC(P(OCC)(OCC)=O)P(OCC)(OCC)=O (tetraethyl (E,E)-farnesylaminomethylenebisphosphonate), [OH-].[Na+] (sodium hydroxide). Run in C(C)O (ethanol), C(C)O (ethanol). The product is [Na+].[Na+].C(C)OP(OCC)(=O)C(P([O-])([O-])=O)NC\C=C(/C)\CC\C=C(/C)\CCC=C(C)C ((E,E)-farnesylaminomethylenebisphosphonic acid diethyl ester disodium salt). Isolated yield 31.8%. Reaction SMILES: [CH2:1]([NH:16][CH:17]([P:26](=[O:33])([O:30]CC)[O:27]CC)[P:18](=[O:25])([O:22][CH2:23][CH3:24])[O:19][CH2:20][CH3:21])/[CH:2]=[C:3](/[CH2:5][CH2:6]/[CH:7]=[C:8](/[CH2:10][CH2:11][CH:12]=[C:13]([CH3:15])[CH3:14])\[CH3:9])\[CH3:4].[OH-].[Na+:35]>C(O)C>[Na+:35].[Na+:35].[CH2:20]([O:19][P:18]([CH:17]([NH:16][CH2:1]/[CH:2]=[C:3](/[CH2:5][CH2:6]/[CH:7]=[C:8](/[CH2:10][CH2:11][CH:12]=[C:13]([CH3:15])[CH3:14])\[CH3:9])\[CH3:4])[P:26](=[O:27])([O-:30])[O-:33])(=[O:25])[O:22][CH2:23][CH3:24])[CH3:21] |f:1.2,4.5.6|. Reported procedure: A solution of tetraethyl (E,E)-farnesylaminomethylenebisphosphonate (2.42 g) in ethanol (25 ml) was added to a solution of sodium hydroxide (0.40 g) in ethanol (25 ml). The mixture was stirred under reflux for 4 hours. The reaction mixture was concentrated under reduced pressure. The residue was dissolved in water (5.0 ml). The solution was subjected to ion-exchange chromatography [Amberlite CG-50 (H+ -type)] to obtain (E,E)-farnesylaminomethylenebisphosphonic acid diethyl ester disodium salt (0... Reactants: ClCC1=NC(=NC=C1C(=O)OCC)N1CCN(CC1)CC1=CC=CC=C1 (Ethyl 4-chloromethyl-2-(4-benzylpiperazino)pyrimidine-5-carboxylate), C(=O)(O)[O-].[Na+] (NaHCO3), [NH4+].[OH-] (NH4OH), resultant mixture. Solvent: C(C)O (ethanol). Yields the product C(C1=CC=CC=C1)N1CCN(CC1)C=1N=CC2=C(N1)CNC2=O (2-(4-Benzylpiperazino)-5-oxo-5,6-dihydro(7H)pyrrolo[3,4-d]pyrimidine). As a reaction SMILES: Cl[CH2:2][C:3]1[C:8]([C:9](OCC)=[O:10])=[CH:7][N:6]=[C:5]([N:14]2[CH2:19][CH2:18][N:17]([CH2:20][C:21]3[CH:26]=[CH:25][CH:24]=[CH:23][CH:22]=3)[CH2:16][CH2:15]2)[N:4]=1.[NH4+:27].[OH-].C([O-])(O)=O.[Na+]>C(O)C>[CH2:20]([N:17]1[CH2:16][CH2:15][N:14]([C:5]2[N:6]=[CH:7][C:8]3[C:9](=[O:10])[NH:27][CH2:2][C:3]=3[N:4]=2)[CH2:19][CH2:18]1)[C:21]1[CH:26]=[CH:25][CH:24]=[CH:23][CH:22]=1 |f:1.2,3.4|. Procedure: Dissolved in 10 ml of ethanol was 2.25 g (6 mmol) of ethyl 4-chloromethyl-2-(4-benzylpiperazino)pyrimidine-5-carboxylate (Referential Example 41), followed by an addition of 10 ml (59 mmol) of a 30% aqueous NH4OH solution at 20° C. The resultant mixture was stirred for 12 hours. The reaction mixture was poured in a 10% aqueous NaHCO3 solution, followed by extraction with CHCl3. The solvent was then distilled off and the residue was recrystallized from toluene. The reactants are C(C1=CC=CC=C1)N1C2=CC=C(C=C2C=2CCCCC12)Br (9-benzyl-6-bromo-2,3,4,9-tetrahydro-1H-carbazole), C(=O)([O-])[O-].[K+].[K+] (K2CO3), COC1=CC=C(C=C1)B(O)O (4-methoxyphenylboronic acid), ClCCl (dichloromethane). Reagents/catalysts: C1=CC=C(C=C1)P([C-]2C=CC=C2)C3=CC=CC=C3.C1=CC=C(C=C1)P([C-]2C=CC=C2)C3=CC=CC=C3.Cl[Pd]Cl.[Fe+2] ([1,1′-bis(diphenylphosphino)ferrocene]dichloropalladium). The solvent is O1CCOCC1 (dioxane). Product: C(C1=CC=CC=C1)N1C2=CC=C(C=C2C=2CCCCC12)C1=CC=C(C=C1)OC (9-Benzyl-6-(4-methoxy-phenyl)-2,3,4,9-tetrahydro-1H-carbazole), product. Yield: 81.0%. As a reaction SMILES: [CH2:1]([N:8]1[C:20]2[CH2:19][CH2:18][CH2:17][CH2:16][C:15]=2[C:14]2[C:9]1=[CH:10][CH:11]=[C:12](Br)[CH:13]=2)[C:2]1[CH:7]=[CH:6][CH:5]=[CH:4][CH:3]=1.C([O-])([O-])=O.[K+].[K+].[CH3:28][O:29][C:30]1[CH:35]=[CH:34][C:33](B(O)O)=[CH:32][CH:31]=1.ClCCl>O1CCOCC1.C1C=CC(P(C2C=CC=CC=2)[C-]2C=CC=C2)=CC=1.C1C=CC(P(C2C=CC=CC=2)[C-]2C=CC=C2)=CC=1.Cl[Pd]Cl.[Fe+2]>[CH2:1]([N:8]1[C:20]2[CH2:19][CH2:18][CH2:17][CH2:16][C:15]=2[C:14]2[C:9]1=[CH:10][CH:11]=[C:12]([C:33]1[CH:34]=[CH:35][C:30]([O:29][CH3:28])=[CH:31][CH:32]=1)[CH:13]=2)[C:2]1[CH:7]=[CH:6][CH:5]=[CH:4][CH:3]=1 |f:1.2.3,7.8.9.10|. Procedure details: The desired product was prepared using a procedure similar to step 3 of example 3. Thus, 9-benzyl-6-bromo-2,3,4,9-tetrahydro-1H-carbazole (2.217 g, 6.516 mmol) was reacted with aqueous 2M K2CO3 (6.5 ml), 4-methoxyphenylboronic acid (1.188 g, 7.819 mmol) and [1,1′-bis(diphenylphosphino)ferrocene]dichloropalladium (II) complex with dichloromethane (1:1) (0.106 g, 0.130 mmol) in dioxane (65 ml) to give the product (1.94 g, 5.28 mmol, 81%) as a viscous brown oil. 1H NMR (DMSO-d6) δ 1.79-1.86 (m, 4H)... The reactants are OCC=1C=C(CBr)C=CC1 (3-hydroxymethylbenzyl bromide), C([O-])([O-])=O.[K+].[K+] (potassium carbonate), SC=1C=C(C=O)C=CC1 (3-mercaptobenzaldehyde). Solvent: CN(C=O)C (dimethylformamide). Run at time 3 hour. The product is OCC=1C=C(CSC=2C=C(C=O)C=CC2)C=CC1 (3-[3-(hydroxymethyl)benzylthio]benzaldehyde). Isolated yield 50.8%. As a reaction SMILES: [SH:1][C:2]1[CH:3]=[C:4]([CH:7]=[CH:8][CH:9]=1)[CH:5]=[O:6].[OH:10][CH2:11][C:12]1[CH:13]=[C:14]([CH:17]=[CH:18][CH:19]=1)[CH2:15]Br.C(=O)([O-])[O-].[K+].[K+]>CN(C)C=O>[OH:10][CH2:11][C:12]1[CH:13]=[C:14]([CH:17]=[CH:18][CH:19]=1)[CH2:15][S:1][C:2]1[CH:3]=[C:4]([CH:7]=[CH:8][CH:9]=1)[CH:5]=[O:6] |f:2.3.4|. Reported procedure: 200 mg of 3-mercaptobenzaldehyde was dissolved in 6 ml of dimethylformamide, and 291 mg of 3-hydroxymethylbenzyl bromide and 402 mg of potassium carbonate were added. The mixture was stirred for 3 hours at room temperature. The solvent was evaporated, water and ethyl ether were added to the residue to extract it. The extract was worked up in a customary manner, and purified by silica gel column chromatography [Wakogel C-200, 10 g; eluting solvent: hexane/ethyl acetate=2/1] to give 190 mg (yield ... Starting materials: CNC(C1=C(C=CC=C1)C)=O (N-methyl-2-methylbenzamide), C1OC=2C=C(C#N)C=CC2OC1 (3,4-ethylenedioxybenzonitrile). Product: C1OC=2C=C(C=CC2OC1)C=1NC(C2=CC=CC=C2C1)=O (3-(3,4-ethylenedioxyphenyl)isoquinolin-1-one). Isolated yield 32.2%. RXN SMILES: [CH3:1][NH:2][C:3](=[O:11])[C:4]1[CH:9]=[CH:8][CH:7]=[CH:6][C:5]=1[CH3:10].[CH2:12]1[CH2:23][O:22][C:21]2[CH:20]=[CH:19][C:16](C#N)=[CH:15][C:14]=2[O:13]1>>[CH2:12]1[CH2:23][O:22][C:21]2[CH:20]=[CH:19][C:16]([C:1]3[NH:2][C:3](=[O:11])[C:4]4[C:5]([CH:10]=3)=[CH:6][CH:7]=[CH:8][CH:9]=4)=[CH:15][C:14]=2[O:13]1. Reported procedure: According to the method of Example 10-1, N-methyl-2-methylbenzamide (5.97 g) and 3,4-ethylenedioxybenzonitrile (6.41 g) were reacted, to give 3-(3,4-ethylenedioxyphenyl)isoquinolin-1-one (3.58 g). Reactants: C(C)OC(=O)C=1C=CC(=[N+](C1)[O-])C (5-ethoxycarbonyl-2-methyl-pyridine-1-oxide), C(C)(=O)OC(C)=O (acetic anhydride). Yields the product C(C)(=O)OCC1=NC=C(C(=O)OCC)C=C1 (ethyl 6-acetoxymethylnicotinate). Isolated yield 59.2%. Reaction SMILES: [CH2:1]([O:3][C:4]([C:6]1[CH:7]=[CH:8][C:9]([CH3:13])=[N+:10]([O-])[CH:11]=1)=[O:5])[CH3:2].[C:14]([O:17]C(=O)C)(=[O:16])[CH3:15]>>[C:14]([O:17][CH2:13][C:9]1[CH:8]=[CH:7][C:6]([C:4]([O:3][CH2:1][CH3:2])=[O:5])=[CH:11][N:10]=1)(=[O:16])[CH3:15]. Procedure details: A mixture of 13.7 g of 5-ethoxycarbonyl-2-methyl-pyridine-1-oxide and 15 g of acetic anhydride was stirred under reflux. Excess acetic anhydride was removed under a reduced pressure, and the residue was purified by distillation under a reduced pressure (110° C./0.1 mmHg) to obtain 10.0 g of ethyl 6-acetoxymethylnicotinate. ##STR7## Reactants: CC1CN(S(=O)(=O)c2ccc(C(F)(F)F)cc2Br)CCN1C(=O)OC(C)(C)C, O=C([O-])[O-], C1COCCO1, CB1OB(C)OB(C)O1, CCOC(C)=O, [K+], [K+], c1ccc(P(c2ccccc2)(c2ccccc2)[Pd](P(c2ccccc2)(c2ccccc2)c2ccccc2)(P(c2ccccc2)(c2ccccc2)c2ccccc2)P(c2ccccc2)(c2ccccc2)c2ccccc2)cc1. The product is Cc1cc(C(F)(F)F)ccc1S(=O)(=O)N1CCN(C(=O)OC(C)(C)C)C(C)C1. RXN SMILES: [Br:1][c:2]1[c:3]([S:12](=[O:13])(=[O:14])[N:15]2[CH2:16][CH:17]([CH3:28])[N:18]([C:21](=[O:22])[O:23][C:24]([CH3:25])([CH3:26])[CH3:27])[CH2:19][CH2:20]2)[cH:4][cH:5][c:6]([C:8]([F:9])([F:10])[F:11])[cH:7]1.[C:29](=[O:30])([O-:31])[O-:32].[CH2:50]1[O:51][CH2:52][CH2:53][O:54][CH2:55]1.[CH3:35][B:36]1[O:37][B:38]([CH3:39])[O:40][B:41]([CH3:42])[O:43]1.[CH3:44][CH2:45][O:46][C:47]([CH3:48])=[O:49].[K+:33].[K+:34].[cH:56]1[cH:57][cH:58][c:59]([P:60]([Pd:61]([P:62]([c:63]2[cH:64][cH:65][cH:66][cH:67][cH:68]2)([c:69]2[cH:70][cH:71][cH:72][cH:73][cH:74]2)[c:75]2[cH:76][cH:77][cH:78][cH:79][cH:80]2)([P:81]([c:82]2[cH:83][cH:84][cH:85][cH:86][cH:87]2)([c:88]2[cH:89][cH:90][cH:91][cH:92][cH:93]2)[c:94]2[cH:95][cH:96][cH:97][cH:98][cH:99]2)[P:100]([c:101]2[cH:102][cH:103][cH:104][cH:105][cH:106]2)([c:107]2[cH:108][cH:109][cH:110][cH:111][cH:112]2)[c:113]2[cH:114][cH:115][cH:116][cH:117][cH:118]2)([c:119]2[cH:120][cH:121][cH:122][cH:123][cH:124]2)[c:125]2[cH:126][cH:127][cH:128][cH:129][cH:130]2)[cH:131][cH:132]1>>[c:2]1([CH3:29])[c:3]([S:12](=[O:13])(=[O:14])[N:15]2[CH2:16][CH:17]([CH3:28])[N:18]([C:21](=[O:22])[O:23][C:24]([CH3:25])([CH3:26])[CH3:27])[CH2:19][CH2:20]2)[cH:4][cH:5][c:6]([C:8]([F:9])([F:10])[F:11])[cH:7]1. The reactants are [PH2](=O)O (hypophosphorous acid), C(C)OC(C=1C(=CC=CC1)C1=CC=CC=C1)OCC (2-biphenyl-carboxaldehyde diethyl acetal). The solvent is I (Hydriodic acid). Yields the product 2-biphenyl magnesium iodide, C(OCC)([O-])[O-] (ethyl orthoformate), C1(=CC=CC=C1)C1=CC=CC=C1 (biphenyl). RXN SMILES: [PH2](O)=[O:2].C([O:6][CH:7]([O:20][CH2:21][CH3:22])[C:8]1[C:9]([C:14]2[CH:19]=[CH:18][CH:17]=[CH:16][CH:15]=2)=[CH:10][CH:11]=[CH:12][CH:13]=1)C>I>[CH:7]([O-:2])([O-:6])[O:20][CH2:21][CH3:22].[C:9]1([C:14]2[CH:15]=[CH:16][CH:17]=[CH:18][CH:19]=2)[CH:10]=[CH:11][CH:12]=[CH:13][CH:8]=1. Procedure: Hydriodic acid (10 ml) and hypophosphorous acid (1 ml) were heated and stirred at ca. 100° while 1.024 g of 2-biphenyl-carboxaldehyde diethyl acetal (m.p. 63°, obtained from 2-biphenyl-magnesium iodide and ethyl orthoformate, biphenyl being removed from the crude product by draining in tile then steam-distillation. Anal. Calc. for C17H20O2 : C, 79.65; H, 7.86. Found: C, 79.48; H, 7.84) in 5 ml of acetic acid was added. The mixture was stirred and slowly distilled under the vapour reached 125° af...